From a dataset of the Open Reaction Database (ORD), a public repository of structured organic reaction records. describe an organic reaction: reactants, conditions, products, and yield The reactants are ClCCC(=O)NC1=CC=C(C=C1)C=1CCC(NN1)=O (6-[p-(3-chloropropionylamino)-phenyl]-4,5-dihydro-3(2H)-pyridazinone), C1(=CC=CC=C1)CCN (2-phenylethylamine). The solvent is C(C)O (ethanol). Product: C1(=CC=CC=C1)CCNCCC(=O)NC1=CC=C(C=C1)C=1CCC(NN1)=O (6-{p-[3-(2-phenylethylamino)-propionylamino]-phenyl}-4,5-dihydro-3(2H)-pyridazinone). Isolated yield 36.4%. Reaction SMILES: Cl[CH2:2][CH2:3][C:4]([NH:6][C:7]1[CH:12]=[CH:11][C:10]([C:13]2[CH2:14][CH2:15][C:16](=[O:19])[NH:17][N:18]=2)=[CH:9][CH:8]=1)=[O:5].[C:20]1([CH2:26][CH2:27][NH2:28])[CH:25]=[CH:24][CH:23]=[CH:22][CH:21]=1>C(O)C>[C:20]1([CH2:26][CH2:27][NH:28][CH2:2][CH2:3][C:4]([NH:6][C:7]2[CH:12]=[CH:11][C:10]([C:13]3[CH2:14][CH2:15][C:16](=[O:19])[NH:17][N:18]=3)=[CH:9][CH:8]=2)=[O:5])[CH:25]=[CH:24][CH:23]=[CH:22][CH:21]=1. Procedure details: 11.18 g (40 millimoles) of 6-[p-(3-chloropropionylamino)-phenyl]-4,5-dihydro-3(2H)-pyridazinone in 250 ml of ethanol were initially taken and 26.5 g (220 millimoles) of 2-phenylethylamine were added dropwise, after which the mixture was refluxed for 6 hours. Insoluble material was filtered off, the solvent was stripped off and the mother liquor was then crystallized by adding acetone. The product was recrystallized twice from methanol to give 5.3 g of 6-{p-[3-(2-phenylethylamino)-propionylamino]... The reactants are BrC=1C=C(C=CC1F)C(C)=O (3′-bromo-4′-fluoroacetophenone), C(C)[SiH](CC)CC (triethylsilane). Solvent: C(=O)(C(F)(F)F)O (TFA). Reaction conditions: time 20 hour. The product is BrC1=C(C=CC(=C1)CC)F (2-bromo-4-ethyl-1-fluorobenzene). The yield is 68.1%. Reaction SMILES: [Br:1][C:2]1[CH:3]=[C:4]([C:9](=O)[CH3:10])[CH:5]=[CH:6][C:7]=1[F:8].C([SiH](CC)CC)C>C(O)(C(F)(F)F)=O>[Br:1][C:2]1[CH:3]=[C:4]([CH2:9][CH3:10])[CH:5]=[CH:6][C:7]=1[F:8]. Reported procedure: To a solution of 3′-bromo-4′-fluoroacetophenone (6.80 g, 31.3 mmol) in 31 mL TFA, was added triethylsilane (15 mL). The mixture was stirred at rt for 20 h, then concentrated. The crude product was purified by flash chromatography (100% hexanes, 2×) to afford 4.33 g of Intermediate 228.1 as a colorless oil.